This data is from the Open Reaction Database (ORD), a public repository of structured organic reaction records. The task is: describe an organic reaction: reactants, conditions, products, and yield The reactants are CC(=O)O, C1CCOC1, COC(=O)C(Cc1ccccc1)NC(=O)OC(C)(C)C, COP(C)(=O)OC, [Li]CCCC. Yields the product COP(=O)(CC(=O)C(Cc1ccccc1)NC(=O)OC(C)(C)C)OC. Reaction SMILES: [C:33]([OH:34])(=[O:35])[CH3:36].[CH2:37]1[O:38][CH2:39][CH2:40][CH2:41]1.[CH3:13][O:14][C:15]([CH:16]([NH:17][C:18](=[O:19])[O:20][C:21]([CH3:22])([CH3:23])[CH3:24])[CH2:25][c:26]1[cH:27][cH:28][cH:29][cH:30][cH:31]1)=[O:32].[CH3:1][P:2]([O:3][CH3:4])([O:5][CH3:6])=[O:7].[CH3:8][CH2:9][CH2:10][CH2:11][Li:12]>>[CH2:1]([P:2]([O:3][CH3:4])([O:5][CH3:6])=[O:7])[C:15](=[O:14])[CH:16]([NH:17][C:18](=[O:19])[O:20][C:21]([CH3:22])([CH3:23])[CH3:24])[CH2:25][c:26]1[cH:27][cH:28][cH:29][cH:30][cH:31]1. The reactants are C1CCOC1, CN(C)CCN(C)C, CN(C)C(=O)OC(C)(C)C, COc1ccc(C=O)cn1, [Li]C(C)CC, [Cl-], [NH4+]. The product is COc1ccc(C(O)CN(C)C(=O)OC(C)(C)C)cn1. RXN SMILES: [CH2:36]1[O:37][CH2:38][CH2:39][CH2:40]1.[CH3:11][N:12]([CH3:13])[CH2:14][CH2:15][N:16]([CH3:17])[CH3:18].[CH3:1][N:2]([C:3]([O:4][C:5]([CH3:6])([CH3:7])[CH3:8])=[O:9])[CH3:10].[CH3:24][O:25][c:26]1[cH:27][cH:28][c:29]([CH:32]=[O:33])[cH:30][n:31]1.[CH:19]([Li:20])([CH2:21][CH3:22])[CH3:23].[Cl-:34].[NH4+:35]>>[CH2:1]([N:2]([C:3]([O:4][C:5]([CH3:6])([CH3:7])[CH3:8])=[O:9])[CH3:10])[CH:32]([c:29]1[cH:28][cH:27][c:26]([O:25][CH3:24])[n:31][cH:30]1)[OH:33]. Starting materials: O.Cl.NCC1(CCCCC1)CC(=O)O (1-(aminomethyl)-cyclohexaneacetic acid monohydrochloride hydrate). Solvent: O (water). Product: O.NCC1(CCCCC1)CC(=O)O (1-(aminomethyl)-cyclohexaneacetic acid hydrate). The yield is 1580.6%. As a reaction SMILES: O.Cl.[NH2:3][CH2:4][C:5]1([CH2:11][C:12]([OH:14])=[O:13])[CH2:10][CH2:9][CH2:8][CH2:7][CH2:6]1>O>[OH2:13].[NH2:3][CH2:4][C:5]1([CH2:11][C:12]([OH:14])=[O:13])[CH2:10][CH2:9][CH2:8][CH2:7][CH2:6]1 |f:0.1.2,4.5|. Procedure: A solution of 122 Kg (57.5 moles) of 1-(aminomethyl)-cyclohexaneacetic acid monohydrochloride hydrate (4:4:1) in 472 Kg of deionized water is filtered to remove any insoluble material or extracted with an organic solvent such as dichloromethane and then is applied to the top of the ion exchange column and eluted with 3750 Kg of deionized water. The presence of chloride ion is tested for using silver nitrate solution and the product is tested for by using thin layer chromatography. The eluate is ...